From a dataset of the Open Reaction Database (ORD), a public repository of structured organic reaction records. describe an organic reaction: reactants, conditions, products, and yield Reactants: O=C(O)c1ccc(N(Cc2ccccc2)Cc2ccccc2)c2cc(OCc3ccccc3)ccc12, O=C(Cl)C(=O)Cl, ClCCl, CN(C)C=O. The product is COC(=O)c1ccc(N(Cc2ccccc2)Cc2ccccc2)c2cc(OCc3ccccc3)ccc12. Reaction SMILES: [CH2:7]([c:8]1[cH:9][cH:10][cH:11][cH:12][cH:13]1)[O:14][c:15]1[cH:16][c:17]2[c:18]([N:28]([CH2:29][c:30]3[cH:31][cH:32][cH:33][cH:34][cH:35]3)[CH2:36][c:37]3[cH:38][cH:39][cH:40][cH:41][cH:42]3)[cH:19][cH:20][c:21]([C:25](=[O:26])[OH:27])[c:22]2[cH:23][cH:24]1.[Cl:1][C:2]([C:3]([Cl:4])=[O:5])=[O:6].[Cl:43][CH2:44][Cl:45].[O:46]=[CH:47][N:48]([CH3:49])[CH3:50]>>[CH3:2][O:27][C:25]([c:21]1[cH:20][cH:19][c:18]([N:28]([CH2:29][c:30]2[cH:31][cH:32][cH:33][cH:34][cH:35]2)[CH2:36][c:37]2[cH:38][cH:39][cH:40][cH:41][cH:42]2)[c:17]2[cH:16][c:15]([O:14][CH2:7][c:8]3[cH:9][cH:10][cH:11][cH:12][cH:13]3)[cH:24][cH:23][c:22]21)=[O:26]. The reactants are CCO, Cn1cc(C(=O)NCc2ccc(Cl)cc2)c(=O)c2cc(C#CCO)oc21. The product is Cn1cc(C(=O)NCc2ccc(Cl)cc2)c(=O)c2cc(CCCO)oc21. As a reaction SMILES: [CH3:27][CH2:28][OH:29].[Cl:1][c:2]1[cH:3][cH:4][c:5]([CH2:6][NH:7][C:8](=[O:9])[c:10]2[c:11](=[O:24])[c:12]3[c:13]([n:14]([CH3:16])[cH:15]2)[o:17][c:18]([C:20]#[C:21][CH2:22][OH:23])[cH:19]3)[cH:25][cH:26]1>>[Cl:1][c:2]1[cH:3][cH:4][c:5]([CH2:6][NH:7][C:8](=[O:9])[c:10]2[c:11](=[O:24])[c:12]3[c:13]([n:14]([CH3:16])[cH:15]2)[o:17][c:18]([CH2:20][CH2:21][CH2:22][OH:23])[cH:19]3)[cH:25][cH:26]1. The reactants are Cl.C(C)OC([C@@H](N)CC1=CC(=C(C=C1)OC)OC)=O (3,4-dimethoxy-L-phenylalanine ethyl ester-hydrochloride), C(C)(=O)OC(C)=O (acetic anhydride), FN[C@H](C(=O)O)CC1=CC=C(O)C(O)=C1 (fluoro-L-dopa), C(=O)[O-].[Na+] (sodium formate). The solvent is C(=O)O (formic acid), C(C)O (ethanol). Conditions: time 3 hour. Product: C(C)OC([C@@H](NC=O)CC1=CC(=C(C=C1)OC)OC)=O (N-Formyl-3,4-dimethoxy-L-phenylalanine ethyl ester). The yield is 61.0%. Reaction SMILES: Cl.[CH2:2]([O:4][C:5](=[O:19])[C@H:6]([CH2:8][C:9]1[CH:14]=[CH:13][C:12]([O:15][CH3:16])=[C:11]([O:17][CH3:18])[CH:10]=1)[NH2:7])[CH3:3].FN[C@@H](CC1C=C(O)C(O)=CC=1)[C:23](O)=[O:24].C([O-])=O.[Na+].C(OC(=O)C)(=O)C>C(O)=O.C(O)C>[CH2:2]([O:4][C:5](=[O:19])[C@H:6]([CH2:8][C:9]1[CH:14]=[CH:13][C:12]([O:15][CH3:16])=[C:11]([O:17][CH3:18])[CH:10]=1)[NH:7][CH:23]=[O:24])[CH3:3] |f:0.1,3.4|. Procedure details: To a mixture of 3,4-dimethoxy-L-phenylalanine ethyl ester-hydrochloride 1 (Luxen, A., Perlmutter M., Bida, G. T., Van Moffaert, G., Cook, J. S., Satyamurthy, N., Phelps, M. E. and Barrio, J. R. (1990) Remote, semiautomated production of 6- 18F!fluoro-L-dopa for human studies with PET. Appl. Radiat. Isot. 41, 275) (5.3 g, 18.3 mmol) and sodium formate (1.44 g, 21.2 mmol) in formic acid (52 mL) cooled in an ice bath was added acetic anhydride (20 mL) and stirred at room temperature for 3 h. After ... Reactants: Cl.NO (Hydroxylamine hydrochloride), FC1=CC=C(C=C1)C=1C(=C2C=CN3C2=C(C1)CNCC3=O)C=O (6-(4-fluoro-phenyl)-1-oxo-1,2,3,4-tetrahydro-[1,4]diazepino[6,7,1-hi]indole-7-carbaldehyde). Solvent: N1=CC=CC=C1 (pyridine). Reaction conditions: time 20 hour. The product is FC1=CC=C(C=C1)C=1C(=C2C=CN3C2=C(C1)CNCC3=O)C=NO (6-(4-Fluoro-phenyl)-1-oxo-1,2,3,4-tetrahydro-[1,4]diazepino[6,7,1-hi]indole-7-carbaldehyde oxime). Yield: 92.3%. As a reaction SMILES: Cl.[NH2:2][OH:3].[F:4][C:5]1[CH:10]=[CH:9][C:8]([C:11]2[C:12]([CH:25]=O)=[C:13]3[C:17]4=[C:18]([CH2:20][NH:21][CH2:22][C:23](=[O:24])[N:16]4[CH:15]=[CH:14]3)[CH:19]=2)=[CH:7][CH:6]=1>N1C=CC=CC=1>[F:4][C:5]1[CH:6]=[CH:7][C:8]([C:11]2[C:12]([CH:25]=[N:2][OH:3])=[C:13]3[C:17]4=[C:18]([CH2:20][NH:21][CH2:22][C:23](=[O:24])[N:16]4[CH:15]=[CH:14]3)[CH:19]=2)=[CH:9][CH:10]=1 |f:0.1|. Reported procedure: Hydroxylamine hydrochloride (0.10 g, 0.325 mmol) was added to a solution of 6-(4-fluoro-phenyl)-1-oxo-1,2,3,4-tetrahydro-[1,4]diazepino[6,7,1-hi]indole-7-carbaldehyde (56.0 mg, 0.813 mmol) in pyridine (10 mL) and stirred at rt for 20 h. Upon consumption of the aldehyde as indicated by TLC, the solvent was removed in vacuo. The residue was taken up in 2N HCl and extracted with EtOAc several times. The combined organic extracts were dried over anhydrous MgSO4 and concentrated to give 97 mg (92%) o... The reactants are NC=1C=C(C=C(C1)C(F)(F)F)CO ([3-amino-5-(trifluoromethyl)phenyl]methanol), N(=O)OC(C)(C)C (t-butyl nitrite), C(I)I (CH2I2). The solvent is hexanes. Run at temperature 100 celsius. The product is IC=1C=C(C=C(C1)C(F)(F)F)CO ([3-iodo-5-(trifluoromethyl)phenyl]methanol). As a reaction SMILES: N[C:2]1[CH:3]=[C:4]([CH2:12][OH:13])[CH:5]=[C:6]([C:8]([F:11])([F:10])[F:9])[CH:7]=1.N(OC(C)(C)C)=O.C(I)[I:22]>>[I:22][C:2]1[CH:3]=[C:4]([CH2:12][OH:13])[CH:5]=[C:6]([C:8]([F:11])([F:10])[F:9])[CH:7]=1. Procedure details: [3-amino-5-(trifluoromethyl)phenyl]methanol (500 mg, 5.2 mmol) was suspended in CH2I2 (5 mL) and t-butyl nitrite (622 μL, 5.2 mmol) was added dropwise by syringe. The reaction was heated slowly to 100° C. and was maintained at this temperature for 30 minutes. The reaction was then cooled to room temperature, diluted with hexanes (50 mL), loaded on a silica gel column, and purified with 100% hexanes to 25% EtOAc/hexanes to afford [3-iodo-5-(trifluoromethyl)phenyl]methanol. Rf=0.19 (15% EtOAc/hexa... Starting materials: C1OC=2C=C(C=CC2OC1)NC1=NC=C(C(=N1)NC=1C=CC2=C(C=C(O2)C(=O)OC)C1)F (N2-(3,4-ethylenedioxyphenyl)-N4-(2-methoxycarbonylbenzofuran-5-yl)-5-fluoro-2,4-pyrimidinediamine), Cl.CN (methylamine hydrochloride). Product: C1OC=2C=C(C=CC2OC1)NC1=NC=C(C(=N1)NC=1C=CC2=C(C=C(O2)C(=O)NC)C1)F (N2-(3,4-ethylenedioxyphenyl)-5-fluoro-N4-[2-(N-methylamino)carbonylbenzofuran-5-yl]-2,4-pyrimidinediamine). As a reaction SMILES: [CH2:1]1[CH2:10][O:9][C:8]2[CH:7]=[CH:6][C:5]([NH:11][C:12]3[N:17]=[C:16]([NH:18][C:19]4[CH:20]=[CH:21][C:22]5[O:26][C:25]([C:27]([O:29]C)=O)=[CH:24][C:23]=5[CH:31]=4)[C:15]([F:32])=[CH:14][N:13]=3)=[CH:4][C:3]=2[O:2]1.Cl.[CH3:34][NH2:35]>>[CH2:1]1[CH2:10][O:9][C:8]2[CH:7]=[CH:6][C:5]([NH:11][C:12]3[N:17]=[C:16]([NH:18][C:19]4[CH:20]=[CH:21][C:22]5[O:26][C:25]([C:27]([NH:35][CH3:34])=[O:29])=[CH:24][C:23]=5[CH:31]=4)[C:15]([F:32])=[CH:14][N:13]=3)=[CH:4][C:3]=2[O:2]1 |f:1.2|. Procedure: In like manner to the preparation of N4-(ethylenedioxyphenyl)-5-fluoro-N2-[3-(N-methylamino)carbonylmethyleneoxyphenyl]-2,4-pyrimidinediamine, the reaction of N2-(3,4-ethylenedioxyphenyl)-N4-(2-methoxycarbonylbenzofuran-5-yl)-5-fluoro-2,4-pyrimidinediamine with methylamine hydrochloride gave N2-(3,4-ethylenedioxyphenyl)-5-fluoro-N4-[2-(N-methylamino)carbonylbenzofuran-5-yl]-2,4-pyrimidinediamine. 1H NMR (CD3OD): δ 8.10 (s, 1H), 7.94 (d, 1H, J=5.1 Hz), 7.59 (s, 2H), 7.44 (s, 1H), 6.96 (d, 1H, J=2...